From a dataset of the Open Reaction Database (ORD), a public repository of structured organic reaction records. describe an organic reaction: reactants, conditions, products, and yield Reactants: COC=1C(C(=C(C(C1OC)=O)CC1=CC=C(C=C1)C=CC(=O)O)C)=O (3-[4-(5,6-dimethoxy-3-methyl-1,4-benzoquinon-2-ylmethyl)phenyl]acrylic Acid), C(O)CN (ethanolamine). The product is COC=1C(C(=C(C(C1OC)=O)CC1=CC=C(C=C1)C=CC(=O)NCCO)C)=O (N-[3-[4-(5,6-dimethoxy-3-methyl-1,4-benzoquinon-2-ylmethyl)phenyl]acryloyl]ethanolamine). Yield: 6.9%. Reaction SMILES: [CH3:1][O:2][C:3]1[C:4](=[O:25])[C:5]([CH3:24])=[C:6]([CH2:12][C:13]2[CH:18]=[CH:17][C:16]([CH:19]=[CH:20][C:21](O)=[O:22])=[CH:15][CH:14]=2)[C:7](=[O:11])[C:8]=1[O:9][CH3:10].[CH2:26]([CH2:28][NH2:29])[OH:27]>>[CH3:1][O:2][C:3]1[C:4](=[O:25])[C:5]([CH3:24])=[C:6]([CH2:12][C:13]2[CH:18]=[CH:17][C:16]([CH:19]=[CH:20][C:21]([NH:29][CH2:28][CH2:26][OH:27])=[O:22])=[CH:15][CH:14]=2)[C:7](=[O:11])[C:8]=1[O:9][CH3:10]. Procedure: 3-[4-(5,6-dimethoxy-3-methyl-1,4-benzoquinon-2-ylmethyl)phenyl]acrylic acid (200 mg, 0.58 mmol) obtained in Example 2 and ethanolamine (46 mg, 0.75 mmol) were used, and a method similar to that described in Example 3 was employed to obtain the title compound (14 mg, 0.04 mmol, yield 6%). The reactants are CO, CO, NC(=O)c1cccc(Nc2nc(Cl)nc3c2ncn3C2CCCC2)c1, Cl, NC1CCC(N)CC1, [NH4+], [OH-]. The product is Cl, Cl, NC(=O)c1cccc(Nc2nc(NC3CCC(N)CC3)nc3c2ncn3C2CCCC2)c1. As a reaction SMILES: [CH3:36][OH:37].[CH3:39][OH:40].[Cl:9][c:10]1[n:11][c:12]([NH:24][c:25]2[cH:26][c:27]([C:28](=[O:29])[NH2:30])[cH:31][cH:32][cH:33]2)[c:13]2[n:14][cH:15][n:16]([CH:19]3[CH2:20][CH2:21][CH2:22][CH2:23]3)[c:17]2[n:18]1.[ClH:38].[NH2:1][CH:2]1[CH2:3][CH2:4][CH:5]([NH2:8])[CH2:6][CH2:7]1.[NH4+:35].[OH-:34]>>[ClH:38].[ClH:9].[NH2:1][CH:2]1[CH2:3][CH2:4][CH:5]([NH:8][c:10]2[n:11][c:12]([NH:24][c:25]3[cH:26][c:27]([C:28](=[O:29])[NH2:30])[cH:31][cH:32][cH:33]3)[c:13]3[n:14][cH:15][n:16]([CH:19]4[CH2:20][CH2:21][CH2:22][CH2:23]4)[c:17]3[n:18]2)[CH2:6][CH2:7]1. The reactants are COC1=CC=C(C(=O)C2=CC=C(C=C2)OC)C=C1 (4,4'-dimethoxybenzophenone), [H][H] (hydrogen), [Cl-].[NH4+] (ammonium chloride), N1C(CC2=CC=CC=C12)=O (oxindole), [H-].[Na+] (sodium hydride), Crystal 1. Solvent: O1CCCC1 (tetrahydrofuran). As a reaction SMILES: [NH:1]1[C:9]2[C:4](=[CH:5][CH:6]=[CH:7][CH:8]=2)[CH2:3][C:2]1=[O:10].[CH3:11][O:12][C:13]1[CH:28]=[CH:27][C:16]([C:17]([C:19]2[CH:24]=[CH:23][C:22]([O:25][CH3:26])=[CH:21][CH:20]=2)=O)=[CH:15][CH:14]=1.[H-].[Na+].[H][H].[Cl-].[NH4+]>O1CCCC1>[CH3:26][O:25][C:22]1[CH:21]=[CH:20][C:19]([C:17]([C:16]2[CH:27]=[CH:28][C:13]([O:12][CH3:11])=[CH:14][CH:15]=2)=[C:3]2[C:4]3[C:9](=[CH:8][CH:7]=[CH:6][CH:5]=3)[NH:1][C:2]2=[O:10])=[CH:24][CH:23]=1 |f:2.3,5.6|. Yield: 84.9%. Reported procedure: 10.0 g of oxindole was dissolved in 100 ml tetrahydrofuran, and 21.8 g of 4,4'-dimethoxybenzophenone was added thereto at room temperature. Subsequently, the temperature of the reaction was brought to 0° C. 9.0 g of 60% sodium hydride was added, and when generation of hydrogen ceased, the reaction mixture was refluxed with heat for 12 hours. After completion of reaction, the reaction mixture was cooled. Saturated aqueous ammonium chloride solution was added, followed by extraction with ethyl ace... Yields the product COC1=CC=C(C=C1)C(=C1C(NC2=CC=CC=C12)=O)C1=CC=C(C=C1)OC (3-[bis(4-methoxyphenyl)methylene]-oxindole). The reactants are BrC=1C=CC(=C(CN(CC)C2=NC=C(C=C2)C(=O)OC)C1)OCC1CCCC1 (methyl 2-[N-(5-bromo-2-(cyclopentylmethoxy)benzyl)-N-ethylamino]pyridine-5-carboxylate), [OH-].[Na+] (sodium hydroxide). Solvent: C1CCOC1 (THF), CO (methanol). Reaction conditions: temperature 40 celsius, time 2 day. Product: BrC=1C=CC(=C(CN(CC)C2=NC=C(C=C2)C(=O)O)C1)OCC1CCCC1 (2-[-(5-Bromo-2-(cyclopentylmethoxy)benzyl)-N-ethylamino]pyridine-5-carboxylic acid). Yield: 89.0%. As a reaction SMILES: [Br:1][C:2]1[CH:3]=[CH:4][C:5]([O:22][CH2:23][CH:24]2[CH2:28][CH2:27][CH2:26][CH2:25]2)=[C:6]([CH:21]=1)[CH2:7][N:8]([C:11]1[CH:16]=[CH:15][C:14]([C:17]([O:19]C)=[O:18])=[CH:13][N:12]=1)[CH2:9][CH3:10].[OH-].[Na+]>C1COCC1.CO>[Br:1][C:2]1[CH:3]=[CH:4][C:5]([O:22][CH2:23][CH:24]2[CH2:25][CH2:26][CH2:27][CH2:28]2)=[C:6]([CH:21]=1)[CH2:7][N:8]([C:11]1[CH:16]=[CH:15][C:14]([C:17]([OH:19])=[O:18])=[CH:13][N:12]=1)[CH2:9][CH3:10] |f:1.2|. Procedure: A solution of methyl 2-[N-(5-bromo-2-(cyclopentylmethoxy)benzyl)-N-ethylamino]pyridine-5-carboxylate (see reference example 5) (0.37 g, 0.83 mmol) in THF (4 ml) and methanol (4 ml) was treated with IN aqueous sodium hydroxide solution (4 ml). The reaction was heated at 40° C. for 18 hours. The solvents were evaporated at reduced pressure and the residue was acidified with 1N acetic acid (4 ml) and allowed to stir for 2 days. The precipitate was filtered, washed with water and dried in vacuo at 4... Reactants: C(Cl)C1CO1 (epichlorohydrin), CC1=C(C=O)C=CC(=C1)O (2-methyl-4-hydroxybenzaldehyde). Run in [OH-].[Na+] (sodium hydroxide). Conditions: temperature 55 celsius, time 3 hour. The product is CC1=C(C=O)C=CC(=C1)CC1CO1 (2-methyl-4-(2,3-epoxypropyl)benzaldehyde). Yield: 71.4%. RXN SMILES: [CH2:1]([CH:3]1[O:5][CH2:4]1)Cl.[CH3:6][C:7]1[CH:14]=[C:13](O)[CH:12]=[CH:11][C:8]=1[CH:9]=[O:10]>[OH-].[Na+]>[CH3:6][C:7]1[CH:14]=[C:13]([CH2:1][CH:3]2[O:5][CH2:4]2)[CH:12]=[CH:11][C:8]=1[CH:9]=[O:10] |f:2.3|. Reported procedure: To epichlorohydrin (20 g., 0.216 mole) heated at 55° C. is added dropwise a solution of 2-methyl-4-hydroxybenzaldehyde (9.0 g., 0.066 mole) in 2.5N sodium hydroxide solution (40 ml.). After the addition, the solution is allowed to stir an additional 3 hours at 55° C. and then at room temperature overnight. The oil is distilled to give 8.3 g of 2-methyl-4-(2,3-epoxypropyl)benzaldehyde, m.p. 160°-170° C. at 1 mm. Hg. Starting materials: C(C)(C)N(CC)C(C)C (diisopropylethylamine), C(CC)(=O)Cl (propionyl chloride), Cl.NCCC1=C(NC2=CC=C(C=C12)OC)C(=O)NC (3-(2-aminoethyl)-5-methoxy-N-methyl-1H-indole-2-carboxamide hydrochloride). Solvent: ClCCl (dichloromethane). Reaction conditions: time 1 hour. The product is COC=1C=C2C(=C(NC2=CC1)C(=O)NC)CCNC(CC)=O (5-methoxy-N-methyl-3-[2-(propionylamino)ethyl]-1H-indole-2-carboxamide). Reaction SMILES: Cl.[NH2:2][CH2:3][CH2:4][C:5]1[C:13]2[C:8](=[CH:9][CH:10]=[C:11]([O:14][CH3:15])[CH:12]=2)[NH:7][C:6]=1[C:16]([NH:18][CH3:19])=[O:17].C(N(C(C)C)CC)(C)C.[C:29](Cl)(=[O:32])[CH2:30][CH3:31]>ClCCl>[CH3:15][O:14][C:11]1[CH:12]=[C:13]2[C:8](=[CH:9][CH:10]=1)[NH:7][C:6]([C:16]([NH:18][CH3:19])=[O:17])=[C:5]2[CH2:4][CH2:3][NH:2][C:29](=[O:32])[CH2:30][CH3:31] |f:0.1|. Procedure: To a mixture of 3-(2-aminoethyl)-5-methoxy-N-methyl-1H-indole-2-carboxamide hydrochloride (80.0 mg) and dichloromethane (4.44 mL) were added diisopropylethylamine (0.145 mL) and propionyl chloride (0.0296 mL), followed by stirring at room temperature for 1 hour. The reaction mixture was concentrated under reduced pressure and the residue was purified by silica gel column chromatography (chloroform:methanol=10:0 to 10:1). The obtained residue was solidified with a mixed solvent of hexane:ethyl ac...